Dataset: the Open Reaction Database (ORD), a public repository of structured organic reaction records. Task: describe an organic reaction: reactants, conditions, products, and yield Reactants: CS(C)=O, COc1cc2ncnc(Cl)c2cc1OC, [H-], Nc1ccc(O)cc1[N+](=O)[O-], [Na+], O. The product is COc1cc2ncnc(Oc3ccc(N)c([N+](=O)[O-])c3)c2cc1OC. As a reaction SMILES: [CH3:3][S:4](=[O:5])[CH3:6].[Cl:18][c:19]1[n:20][cH:21][n:22][c:23]2[cH:24][c:25]([O:31][CH3:32])[c:26]([O:29][CH3:30])[cH:27][c:28]12.[H-:1].[NH2:7][c:8]1[c:9]([N+:15](=[O:16])[O-:17])[cH:10][c:11]([OH:14])[cH:12][cH:13]1.[Na+:2].[OH2:33]>>[NH2:7][c:8]1[c:9]([N+:15](=[O:16])[O-:17])[cH:10][c:11]([O:14][c:19]2[n:20][cH:21][n:22][c:23]3[cH:24][c:25]([O:31][CH3:32])[c:26]([O:29][CH3:30])[cH:27][c:28]23)[cH:12][cH:13]1. Reactants: C1=CC=CC2=CC3=CC=CC=C3C(=C12)CNO (N-(anthracen-9-ylmethyl)-amino alcohol), N1=C(C=CC=C1)CO (pyridine-methanol), C(=O)(OC(C)(C)C)OC(=O)OC(C)(C)C (di-tert-butyl dicarbonate). Run in CO (methanol). Reaction conditions: time 8 hour. Yields the product C1=CC=CC2=CC3=CC=CC=C3C(=C12)CNCCCCCO (5-[(Anthracen-9-ylmethyl)-amino]-pentan-1-ol). Reaction SMILES: [CH:1]1[C:14]2[C:5](=[CH:6][C:7]3[C:12]([C:13]=2[CH2:15][NH:16]O)=[CH:11][CH:10]=[CH:9][CH:8]=3)[CH:4]=[CH:3][CH:2]=1.C(OC(OC(C)(C)C)=O)(OC(C)(C)C)=O.N1C=[CH:37][CH:36]=[CH:35][C:34]=1[CH2:39][OH:40]>CO>[CH:1]1[C:14]2[C:5](=[CH:6][C:7]3[C:12]([C:13]=2[CH2:15][NH:16][CH2:37][CH2:36][CH2:35][CH2:34][CH2:39][OH:40])=[CH:11][CH:10]=[CH:9][CH:8]=3)[CH:4]=[CH:3][CH:2]=1. Procedure details: The General Procedure for the N-Boc protection of N-(Anthracen-9-ylmethyl)amino alcohols 4 to give 5. The solution of N-(anthracen-9-ylmethyl)-amino alcohol (5 mmol) in 20 mL of pyridine-methanol (1:5 v/v) was stirred at 0° C. for 10 min. A solution of di-tert-butyl dicarbonate (7.5 mmol) in methanol (5 mL) was added dropwise over ten minutes. The temperature was allowed to rise to room temperature and the reaction was stirred overnight. The mixture was evaporated to dryness under reduced pressu... The reactants are [H-].[Na+] (sodium hydride), BrCC(=O)OC (methyl bromoacetate), ClC1=C(C=CC(=C1)OC)C=1N=C(SC1C)N(CCC)C=1C=C2C=CNC2=CC1 (4-(2-chloro-4-methoxyphenyl)-5-methyl-2-[N-(indol-5-yl)-N-propylamino]thiazole), ice water. Run in CN(C=O)C (dimethylformamide). Product: ClC1=C(C=CC(=C1)OC)C=1N=C(SC1C)N(CCC)C=1C=C2C=CN(C2=CC1)CC(=O)OC (4-(2-Chloro-4-methoxyphenyl)-5-methyl-2-[N-(1-methoxycarbonylmethylindol-5-yl)-N-propylamino]thiazole). RXN SMILES: [H-].[Na+].Br[CH2:4][C:5]([O:7][CH3:8])=[O:6].[Cl:9][C:10]1[CH:15]=[C:14]([O:16][CH3:17])[CH:13]=[CH:12][C:11]=1[C:18]1[N:19]=[C:20]([N:24]([C:28]2[CH:29]=[C:30]3[C:34](=[CH:35][CH:36]=2)[NH:33][CH:32]=[CH:31]3)[CH2:25][CH2:26][CH3:27])[S:21][C:22]=1[CH3:23]>CN(C)C=O>[Cl:9][C:10]1[CH:15]=[C:14]([O:16][CH3:17])[CH:13]=[CH:12][C:11]=1[C:18]1[N:19]=[C:20]([N:24]([C:28]2[CH:29]=[C:30]3[C:34](=[CH:35][CH:36]=2)[N:33]([CH2:4][C:5]([O:7][CH3:8])=[O:6])[CH:32]=[CH:31]3)[CH2:25][CH2:26][CH3:27])[S:21][C:22]=1[CH3:23] |f:0.1|. Procedure details: 0.093 g of 55% sodium hydride in oil and then 0.95 ml of methyl bromoacetate are added, at 0° C., to 0.8 g of 4-(2-chloro-4-methoxyphenyl)-5-methyl-2-[N-(indol-5-yl)-N-propylamino]thiazole obtained above (EXAMPLE 7) in solution in 20 ml of dimethylformamide. After stirring for twelve hours at room temperature, the reaction mixture is poured into ice-water. The mixture is extracted with ethyl acetate and the organic phase is washed a number of times with water, dried over sodium sulphate and evap... The reactants are CN(C)C=O, CCOC(C)=O, N#C[Cu], Cc1cc(F)cc([N+](=O)[O-])c1I, O. The product is Cc1cc(F)cc([N+](=O)[O-])c1C#N. RXN SMILES: [CH3:16][N:17]([CH3:18])[CH:19]=[O:20].[CH3:22][CH2:23][O:24][C:25](=[O:26])[CH3:27].[Cu:13][C:14]#[N:15].[F:1][c:2]1[cH:3][c:4]([N+:10](=[O:11])[O-:12])[c:5]([I:9])[c:6]([CH3:8])[cH:7]1.[OH2:21]>>[F:1][c:2]1[cH:3][c:4]([N+:10](=[O:11])[O-:12])[c:5]([C:14]#[N:15])[c:6]([CH3:8])[cH:7]1. The reactants are CCOC(=O)N1CCC(Nc2ccccc2[N+](=O)[O-])CC1, CO. Yields the product CCOC(=O)N1CCC(Nc2ccccc2N)CC1. Reaction SMILES: [CH2:1]([CH3:2])[O:3][C:4](=[O:5])[N:6]1[CH2:7][CH2:8][CH:9]([NH:12][c:13]2[c:14]([N+:19]([O-:20])=[O:21])[cH:15][cH:16][cH:17][cH:18]2)[CH2:10][CH2:11]1.[CH3:22][OH:23]>>[CH2:1]([CH3:2])[O:3][C:4](=[O:5])[N:6]1[CH2:7][CH2:8][CH:9]([NH:12][c:13]2[c:14]([NH2:19])[cH:15][cH:16][cH:17][cH:18]2)[CH2:10][CH2:11]1. Starting materials: CN(C(OC(C)(C)C)=O)CC=1SC(=C(N1)C1=CC=CC=C1)SC1=CC=CC=C1 (tert-butyl methyl{[4-phenyl-5-(phenylthio)-1,3-thiazol-2-yl]methyl}carbamate), ClC1=CC(=CC=C1)C(=O)OO (3-chloroperbenzoic acid), S(=S)(=O)([O-])[O-].[Na+].[Na+] (sodium thiosulfate). Run in CN(C=O)C (N,N-dimethylformamide). Run at time 30 minute. The product is CN(C(OC(C)(C)C)=O)CC=1SC(=C(N1)C1=CC=CC=C1)S(=O)(=O)C1=CC=CC=C1 (tert-butyl methyl{[4-phenyl-5-(phenylsulfonyl)-1,3-thiazol-2-yl]methyl}carbamate). Yield: 63.0%. As a reaction SMILES: [CH3:1][N:2]([CH2:10][C:11]1[S:12][C:13](SC2C=CC=CC=2)=[C:14]([C:16]2[CH:21]=[CH:20][CH:19]=[CH:18][CH:17]=2)[N:15]=1)[C:3](=[O:9])[O:4][C:5]([CH3:8])([CH3:7])[CH3:6].Cl[C:30]1[CH:35]=[CH:34][CH:33]=[C:32](C(OO)=O)[CH:31]=1.[S:40]([O-:44])([O-])(=[O:42])=S.[Na+].[Na+]>CN(C)C=O>[CH3:1][N:2]([CH2:10][C:11]1[S:12][C:13]([S:40]([C:30]2[CH:35]=[CH:34][CH:33]=[CH:32][CH:31]=2)(=[O:44])=[O:42])=[C:14]([C:16]2[CH:21]=[CH:20][CH:19]=[CH:18][CH:17]=2)[N:15]=1)[C:3](=[O:9])[O:4][C:5]([CH3:8])([CH3:6])[CH3:7] |f:2.3.4|. Reported procedure: To a solution of tert-butyl methyl{[4-phenyl-5-(phenylthio)-1,3-thiazol-2-yl]methyl}carbamate (0.27 g) in N,N-dimethylformamide (3 mL) was added 3-chloroperbenzoic acid (0.57 g) under ice-cooling, and the mixture was stirred at room temperature for 30 min. Aqueous sodium thiosulfate solution was added to the reaction mixture, and the mixture was extracted with ethyl acetate. The extract was washed with saturated aqueous sodium hydrogen carbonate solution, water and saturated brine in this order,...